From a dataset of the Open Reaction Database (ORD), a public repository of structured organic reaction records. describe an organic reaction: reactants, conditions, products, and yield Reactants: O=C(O)c1ccc(F)cc1Br, O=C([O-])c1ccccc1, CCOC(C)=O, Cl, [Cu], N, [NH4+], O=C(O)CN(CCN(CC(=O)O)CC(=O)O)CC(=O)O. Product: Nc1cc(F)ccc1C(=O)O. As a reaction SMILES: [Br:2][c:3]1[c:4]([C:5](=[O:6])[OH:7])[cH:8][cH:9][c:10]([F:12])[cH:11]1.[C:13]([O-:14])(=[O:15])[c:16]1[cH:17][cH:18][cH:19][cH:20][cH:21]1.[CH3:45][CH2:46][O:47][C:48](=[O:49])[CH3:50].[ClH:43].[Cu:44].[NH3:1].[NH4+:22].[OH:23][C:24]([CH2:25][N:27]([CH2:26][C:28](=[O:29])[OH:30])[CH2:31][CH2:32][N:33]([CH2:34][C:35](=[O:36])[OH:37])[CH2:38][C:39](=[O:40])[OH:41])=[O:42]>>[c:3]1([NH2:27])[c:4]([C:5](=[O:6])[OH:7])[cH:8][cH:9][c:10]([F:12])[cH:11]1. The reactants are ClC1=C2C(=NC=C1)C=CS2 (7-chloro-thieno[3,2-b]pyridine), C(CCC)[Li] (n-Butyl lithium), COCN=C=S (Methoxymethyl isothiocyanate). Solvent: C1CCOC1 (THF), C1CCOC1 (THF). Reaction conditions: temperature -78 celsius, time 3 hour. Product: COCNC(=S)C1=CC2=NC=CC(=C2S1)Cl (7-Chloro-thieno[3,2-b]pyridine-2-carbothioic acid methoxymethyl amide). Yield: 95.0%. Reaction SMILES: [Cl:1][C:2]1[CH:7]=[CH:6][N:5]=[C:4]2[CH:8]=[CH:9][S:10][C:3]=12.C([Li])CCC.[CH3:16][O:17][CH2:18][N:19]=[C:20]=[S:21]>C1COCC1>[CH3:16][O:17][CH2:18][NH:19][C:20]([C:9]1[S:10][C:3]2[C:4](=[N:5][CH:6]=[CH:7][C:2]=2[Cl:1])[CH:8]=1)=[S:21]. Procedure details: Solid 7-chloro-thieno[3,2-b]pyridine (60 g, 360 mmol) was added with stirring to 600 mL dry THF. Nitrogen was bubbled through the solution for ten minutes then cooled to −78° C. n-Butyl lithium (170 mL, 432 mmol) (2.5 M solution in hexanes) was added drop-wise at a rate such that the temperature is maintained below −65° C. The reaction mixture was stirred at −78° C. for three hours. Methoxymethyl isothiocyanate (43.2 mL, 468 mmol) in 400 mL THF was slowly added. Complete solution was noted after... The reactants are C(C1=CC=CC=C1)N1CCC(CC1)(OCCO)C (2-(1-benzyl-4-methyl-4-piperidyloxy)-ethanol), [H][H] (hydrogen), [H][H] (hydrogen), C (charcoal). Solvent: C(C)O (ethanol). Yields the product CC1(CCNCC1)OCCO (2-(4-methyl-4-piperidyloxy) -ethanol). Yield: 73.0%. As a reaction SMILES: C([N:8]1[CH2:13][CH2:12][C:11]([CH3:18])([O:14][CH2:15][CH2:16][OH:17])[CH2:10][CH2:9]1)C1C=CC=CC=1.[H][H].C>C(O)C>[CH3:18][C:11]1([O:14][CH2:15][CH2:16][OH:17])[CH2:12][CH2:13][NH:8][CH2:9][CH2:10]1. Procedure details: A solution of 51.5 g of 2-(1-benzyl-4-methyl-4-piperidyloxy)-ethanol in 500 ml of absolute ethanol was reacted with hydrogen at 50° C in the presence of 5 g of 5% palladized charcoal until the theoretical amount of hydrogen was absorbed (about 31/2 hours) and the catalyst was then filtered off. The ethanol was evaporated and the residue was distilled under reduced pressure to obtain 24 g of 2-(4-methyl-4-piperidyloxy) -ethanol as a colorless oil boiling at 80°-86° C at 0.01 mm Hg and having a re... Reported procedure: 0.16 g of 0-methylhydroxylamine hydrochloride in solution in 2 cm3 of water is added to a solution of 0.92 g of 2-{2-[3-(3-acetylphenyl)ureido]-N-phenylacetamido}-N-methyl-N-phenylacetamide in 10 cm3 of ethanol. The mixture is stirred under reflux for 3 hours and then at a temperature close to 25° C for 12 hours and concentrated to a volume of about 3 cm3 under reduced pressure (2.7 kPa) at 40° C. 20 cm3 of distilled water are then added and the insoluble product is separated off by filtration a... Yield: 33.2%. The solvent is O (water), C(C)O (ethanol). The product is CO\N=C(\C)/C=1C=C(C=CC1)NC(NCC(=O)N(C1=CC=CC=C1)CC(=O)N(C1=CC=CC=C1)C)=O ((Z)-2-{2-{3-[3-(1-methoxyiminoethyl)phenyl]ureido}-N-phenylacetamido}-N-methyl-N-phenylacetamide). Reaction SMILES: [CH3:1][O:2][NH3+:3].[Cl-].[C:5]([C:8]1[CH:9]=[C:10]([NH:14][C:15](=[O:38])[NH:16][CH2:17][C:18]([N:20]([CH2:27][C:28]([N:30]([CH3:37])[C:31]2[CH:36]=[CH:35][CH:34]=[CH:33][CH:32]=2)=[O:29])[C:21]2[CH:26]=[CH:25][CH:24]=[CH:23][CH:22]=2)=[O:19])[CH:11]=[CH:12][CH:13]=1)(=O)[CH3:6]>O.C(O)C>[CH3:1][O:2]/[N:3]=[C:5](\[C:8]1[CH:9]=[C:10]([NH:14][C:15](=[O:38])[NH:16][CH2:17][C:18]([N:20]([CH2:27][C:28]([N:30]([CH3:37])[C:31]2[CH:32]=[CH:33][CH:34]=[CH:35][CH:36]=2)=[O:29])[C:21]2[CH:26]=[CH:25][CH:24]=[CH:23][CH:22]=2)=[O:19])[CH:11]=[CH:12][CH:13]=1)/[CH3:6] |f:0.1|. The reactants are CO[NH3+].[Cl-] (0-methylhydroxylamine hydrochloride), C(C)(=O)C=1C=C(C=CC1)NC(NCC(=O)N(C1=CC=CC=C1)CC(=O)N(C1=CC=CC=C1)C)=O (2-{2-[3-(3-acetylphenyl)ureido]-N-phenylacetamido}-N-methyl-N-phenylacetamide). Reactants: N1=CNC=2C=NC(=CC21)C#N (3H-imidazo[4,5-c]pyridine-6-carbonitrile), P(=O)([O-])([O-])[O-].[K+].[K+].[K+] (potassium phosphate), CC1(OB(OC1(C)C)C(=C)C)C (4,4,5,5-tetramethyl-2-(prop-1-en-2-yl)-1,3,2-dioxaborolane). Reagents/catalysts: C1=CC=C(C=C1)P([C-]2C=CC=C2)C3=CC=CC=C3.C1=CC=C(C=C1)P([C-]2C=CC=C2)C3=CC=CC=C3.Cl[Pd]Cl.[Fe+2] ([1,1′-bis(diphenylphosphino)ferrocene]dichloropalladium). Conditions: temperature 50 celsius. The product is C=C(C)C1=NC2=C(C=NC(=C2)C#N)N1 (2-(prop-1-en-2-yl)-3H-imidazo[4,5-c]pyridine-6-carbonitrile). As a reaction SMILES: [N:1]1[C:9]2[CH:8]=[C:7]([C:10]#[N:11])[N:6]=[CH:5][C:4]=2[NH:3][CH:2]=1.P([O-])([O-])([O-])=O.[K+].[K+].[K+].[CH3:20][C:21]1(C)[C:25](C)(C)OB(C(C)=C)O1>C1C=CC(P(C2C=CC=CC=2)[C-]2C=CC=C2)=CC=1.C1C=CC(P(C2C=CC=CC=2)[C-]2C=CC=C2)=CC=1.Cl[Pd]Cl.[Fe+2]>[CH2:20]=[C:21]([C:2]1[NH:3][C:4]2[CH:5]=[N:6][C:7]([C:10]#[N:11])=[CH:8][C:9]=2[N:1]=1)[CH3:25] |f:1.2.3.4,6.7.8.9|. Procedure: A vial was charged with the faster eluting enantiomer (enantiomer 1) of 2-bromo-4-(5-chloropyridin-3-yl)-3-[(1R or S)-1-(trans-4-methylcyclohexyl)ethyl]-3H-imidazo[4,5-c]pyridine-6-carbonitrile (Example 4.1, Step 3; 150 mg, 0.33 mmol), potassium phosphate (208 mg, 0.98 mmol), and [1,1′-bis(diphenylphosphino)ferrocene]dichloropalladium (II) (23.9 mg, 0.033 mmol). The tube was evacuated and backfilled with argon (3×). Fully degassed dioxane (1.5 mL) and water (0.15 mL) were added, followed by 4,4,... The reactants are OC(C1=CC=CC=C1)(C1CN(C(CO1)=O)C(C)C)OC=1C=C2C(CCC2=CC1)C (2-(1-hydroxy-3-methyl-1-phenyl-5-indanyloxymethyl)-4-isopropyl-5-oxomorpholine), [OH-].[Na+] (sodium hydroxide), O1CCCC1 (tetrahydrofuran), [H-].[Al+3].[Li+].[H-].[H-].[H-] (lithium aluminum hydride). The solvent is O (water), O (water). Run at time 18 hour. Yields the product OC(C1=CC=CC=C1)(C1CN(CCO1)C(C)C)OC=1C=C2C(CCC2=CC1)C (2-(1-hydroxy-3-methyl-1-phenyl-5-indanyloxymethyl)-4-isopropylmorpholine). Isolated yield 83.0%. As a reaction SMILES: [OH:1][C:2]([O:19][C:20]1[CH:21]=[C:22]2[C:26](=[CH:27][CH:28]=1)[CH2:25][CH2:24][CH:23]2[CH3:29])([CH:9]1[O:14][CH2:13][C:12](=O)[N:11]([CH:16]([CH3:18])[CH3:17])[CH2:10]1)[C:3]1[CH:8]=[CH:7][CH:6]=[CH:5][CH:4]=1.O1CCCC1.[H-].[Al+3].[Li+].[H-].[H-].[H-].[OH-].[Na+]>O>[OH:1][C:2]([O:19][C:20]1[CH:21]=[C:22]2[C:26](=[CH:27][CH:28]=1)[CH2:25][CH2:24][CH:23]2[CH3:29])([CH:9]1[O:14][CH2:13][CH2:12][N:11]([CH:16]([CH3:18])[CH3:17])[CH2:10]1)[C:3]1[CH:8]=[CH:7][CH:6]=[CH:5][CH:4]=1 |f:2.3.4.5.6.7,8.9|. Reported procedure: After mixing 2.5 g. of 2-(1-hydroxy-3-methyl-1-phenyl-5-indanyloxymethyl)-4-isopropyl-5-oxomorpholine, 100 ml. of tetrahydrofuran, and 1.0 g. of lithium aluminum hydride under ice-cooling, the mixture was stirred for 18 hours at room temperature and then 1 ml. of water, 1 ml. of 15% sodium hydroxide aqueous solution, and then 3 ml. of water were added to the mixture followed by stirring for 30 minutes. The mixture was then filtered and the filtrate recovered was dried under reduced pressure. The... Starting materials: Cc1c(Br)cc(O)cc1N1CCN(C(=O)OC(C)(C)C)CC1, CC(C)(C)P(c1ccccc1-c1ccccc1)C(C)(C)C, CC(C)(C)[O-], Cc1ccccc1, NCCN1CCCC1, [Na+], O=C(C=Cc1ccccc1)C=Cc1ccccc1, O=C(C=Cc1ccccc1)C=Cc1ccccc1, O=C(C=Cc1ccccc1)C=Cc1ccccc1, [Pd], [Pd]. Yields the product Cc1c(NCCN2CCCC2)cc(O)cc1N1CCN(C(=O)OC(C)(C)C)CC1. As a reaction SMILES: [Br:1][c:2]1[c:3]([CH3:22])[c:4]([N:9]2[CH2:10][CH2:11][N:12]([C:15](=[O:16])[O:17][C:18]([CH3:19])([CH3:20])[CH3:21])[CH2:13][CH2:14]2)[cH:5][c:6]([OH:8])[cH:7]1.[C:37]([P:38]([C:39]([CH3:40])([CH3:41])[CH3:42])[c:43]1[cH:44][cH:45][cH:46][cH:47][c:48]1-[c:49]1[cH:50][cH:51][cH:52][cH:53][cH:54]1)([CH3:55])([CH3:56])[CH3:57].[CH3:31][C:32]([CH3:33])([O-:34])[CH3:35].[CH3:58][c:59]1[cH:60][cH:61][cH:62][cH:63][cH:64]1.[N:23]1([CH2:28][CH2:29][NH2:30])[CH2:24][CH2:25][CH2:26][CH2:27]1.[Na+:36].[O:103]=[C:104]([CH:105]=[CH:106][c:107]1[cH:108][cH:109][cH:110][cH:111][cH:112]1)[CH:113]=[CH:114][c:115]1[cH:116][cH:117][cH:118][cH:119][cH:120]1.[O:67]=[C:68]([CH:69]=[CH:70][c:71]1[cH:72][cH:73][cH:74][cH:75][cH:76]1)[CH:77]=[CH:78][c:79]1[cH:80][cH:81][cH:82][cH:83][cH:84]1.[O:85]=[C:86]([CH:87]=[CH:88][c:89]1[cH:90][cH:91][cH:92][cH:93][cH:94]1)[CH:95]=[CH:96][c:97]1[cH:98][cH:99][cH:100][cH:101][cH:102]1.[Pd:65].[Pd:66]>>[c:2]1([NH:30][CH2:29][CH2:28][N:23]2[CH2:24][CH2:25][CH2:26][CH2:27]2)[c:3]([CH3:22])[c:4]([N:9]2[CH2:10][CH2:11][N:12]([C:15](=[O:16])[O:17][C:18]([CH3:19])([CH3:20])[CH3:21])[CH2:13][CH2:14]2)[cH:5][c:6]([OH:8])[cH:7]1.